This data is from the Open Reaction Database (ORD), a public repository of structured organic reaction records. The task is: describe an organic reaction: reactants, conditions, products, and yield Starting materials: C(C)(C)(C)OC(=O)N1CCC2=C(CC1)C=CC(=C2)NC2=NN1C(C(=CC=C1)C1=C(C=CC(=C1)C(F)(F)F)Cl)=N2 (7-[8-(2-Chloro-5-trifluoromethyl-phenyl)-[1,2,4]triazolo[1,5-a]pyridine-2-ylamino]-1,2,4,5-tetrahydro-3-benzazepine-3-carboxylic acid tert-butyl ester), FC(C(=O)O)(F)F (trifluoroacetic acid). The solvent is ClCCl (dichloromethane). Run at time 30 minute. The product is ClC1=C(C=C(C=C1)C(F)(F)F)C=1C=2N(C=CC1)N=C(N2)NC2=CC1=C(CCNCC1)C=C2 ([8-(2-chloro-5-trifluoromethyl-phenyl)-[1,2,4]triazolo[1,5-a]pyridine-2-yl]-(2,3,4,5-tetrahydro-1H-3-benzazepin-7-yl)-amine). Isolated yield 71.0%. As a reaction SMILES: C(OC([N:8]1[CH2:14][CH2:13][C:12]2[CH:15]=[CH:16][C:17]([NH:19][C:20]3[N:39]=[C:23]4[C:24]([C:28]5[CH:33]=[C:32]([C:34]([F:37])([F:36])[F:35])[CH:31]=[CH:30][C:29]=5[Cl:38])=[CH:25][CH:26]=[CH:27][N:22]4[N:21]=3)=[CH:18][C:11]=2[CH2:10][CH2:9]1)=O)(C)(C)C.FC(F)(F)C(O)=O>ClCCl>[Cl:38][C:29]1[CH:30]=[CH:31][C:32]([C:34]([F:37])([F:35])[F:36])=[CH:33][C:28]=1[C:24]1[C:23]2[N:22]([N:21]=[C:20]([NH:19][C:17]3[CH:16]=[CH:15][C:12]4[CH2:13][CH2:14][NH:8][CH2:9][CH2:10][C:11]=4[CH:18]=3)[N:39]=2)[CH:27]=[CH:26][CH:25]=1. Procedure: 7-[8-(2-Chloro-5-trifluoromethyl-phenyl)-[1,2,4]triazolo[1,5-a]pyridine-2-ylamino]-1,2,4,5-tetrahydro-3-benzazepine-3-carboxylic acid tert-butyl ester (0.089 mg, 0.16 mmol) in dichloromethane (2.0 mL) was added trifluoroacetic acid (0.10 mL, 1.6 mmoL) dropwise at room temperature, and the reaction was stirred at room temperature for 30 min. The solvent was evaporated, and the residue was diluted with dichloromethane, washed with 5% sodium carbonate solution, brine, dried over sodium sulfate, and... Starting materials: C(CCCCCCCCCCCCCCC)OC1=NC=C(C(=N1)OCCCCCCCCCCCCCCCC)F (2,4-di-(n-hexadecyloxy)-5-fluoropyrimidine). The solvent is [OH-].[K+] (potassium hydroxide), C(C)O (ethanol). The product is C(CCCCCCCCCCCCCCC)OC1=NC=C(C(N1)=O)F (2-n-hexadecyloxy-5-fluoropyrimidin-4-one). Isolated yield 73.0%. RXN SMILES: [CH2:1]([O:17][C:18]1[N:23]=[C:22]([O:24]CCCCCCCCCCCCCCCC)[C:21]([F:41])=[CH:20][N:19]=1)[CH2:2][CH2:3][CH2:4][CH2:5][CH2:6][CH2:7][CH2:8][CH2:9][CH2:10][CH2:11][CH2:12][CH2:13][CH2:14][CH2:15][CH3:16]>[OH-].[K+].C(O)C>[CH2:1]([O:17][C:18]1[NH:23][C:22](=[O:24])[C:21]([F:41])=[CH:20][N:19]=1)[CH2:2][CH2:3][CH2:4][CH2:5][CH2:6][CH2:7][CH2:8][CH2:9][CH2:10][CH2:11][CH2:12][CH2:13][CH2:14][CH2:15][CH3:16] |f:1.2|. Reported procedure: A 2.9 g portion of the 2,4-di-(n-hexadecyloxy)-5-fluoropyrimidine is dissolved in a mixture of 5 ml of 2N aqueous potassium hydroxide solution and 25 ml of ethanol, and the solution is refluxed for 4 hours. The ethanol is distilled off from the resulting reaction mixture, and 50 ml of ether is added to the residue to remove ether-soluble substances. Dilute hydrochloric acid is added to the remaining mass to adjust the pH to 4-5 and to separate out crystals, which are recrystallized from ethanol ... Starting materials: CO, COc1ccc2c(Nc3c(Cl)cncc3Cl)cc(=O)n(CCOC3CCCCO3)c2c1OC1CCCC1, Cc1ccc(S(=O)(=O)O)cc1. Yields the product COc1ccc2c(Nc3c(Cl)cncc3Cl)cc(=O)n(CCO)c2c1OC1CCCC1. RXN SMILES: [CH3:49][OH:50].[CH:12]1([O:17][c:18]2[c:19]([O:47][CH3:48])[cH:20][cH:21][c:22]3[c:23]([NH:38][c:39]4[c:40]([Cl:46])[cH:41][n:42][cH:43][c:44]4[Cl:45])[cH:24][c:25](=[O:37])[n:26]([CH2:28][CH2:29][O:30][CH:31]4[CH2:32][CH2:33][CH2:34][CH2:35][O:36]4)[c:27]23)[CH2:13][CH2:14][CH2:15][CH2:16]1.[c:1]1([CH3:2])[cH:3][cH:4][c:5]([S:6]([OH:7])(=[O:8])=[O:9])[cH:10][cH:11]1>>[CH:12]1([O:17][c:18]2[c:19]([O:47][CH3:48])[cH:20][cH:21][c:22]3[c:23]([NH:38][c:39]4[c:40]([Cl:46])[cH:41][n:42][cH:43][c:44]4[Cl:45])[cH:24][c:25](=[O:37])[n:26]([CH2:28][CH2:29][OH:30])[c:27]23)[CH2:13][CH2:14][CH2:15][CH2:16]1.